describe an organic reaction: reactants, conditions, products, and yield From a dataset of the Open Reaction Database (ORD), a public repository of structured organic reaction records. The reactants are F[B-](F)(F)F, CC(N)c1nc2cc(Cl)ccc2[nH]1, CN(C)C1CCN(c2ccc(C(=O)O)cc2Cl)C1, CN(C)C=O, CN(C)C(On1nnc2ccccc21)=[N+](C)C. Yields the product CC(NC(=O)c1ccc(N2CCC(N(C)C)C2)c(Cl)c1)c1nc2cc(Cl)ccc2[nH]1. As a reaction SMILES: [B-:32]([F:33])([F:34])([F:35])[F:36].[Cl:19][c:20]1[cH:21][c:22]2[c:23]([nH:24][c:25]([CH:27]([CH3:28])[NH2:29])[n:26]2)[cH:30][cH:31]1.[Cl:1][c:2]1[cH:3][c:4]([C:5](=[O:6])[OH:7])[cH:8][cH:9][c:10]1[N:11]1[CH2:12][CH:13]([N:16]([CH3:17])[CH3:18])[CH2:14][CH2:15]1.[O:54]=[CH:55][N:56]([CH3:57])[CH3:58].[n:37]1([O:38][C:39]([N:40]([CH3:41])[CH3:42])=[N+:43]([CH3:44])[CH3:45])[c:46]2[cH:47][cH:48][cH:49][cH:50][c:51]2[n:52][n:53]1>>[Cl:1][c:2]1[cH:3][c:4]([C:5](=[O:7])[NH:29][CH:27]([c:25]2[nH:24][c:23]3[c:22]([cH:21][c:20]([Cl:19])[cH:31][cH:30]3)[n:26]2)[CH3:28])[cH:8][cH:9][c:10]1[N:11]1[CH2:12][CH:13]([N:16]([CH3:17])[CH3:18])[CH2:14][CH2:15]1. Starting materials: CC(C)c3cc(C(C)C)c(C(=O)Oc2ccc1ccccc1c2)c(C(C)C)c3 (substrate), CCCCN=C=O (effective_coupling_partner). The reagents and catalysts are dppf. Reaction conditions: temperature 80 celsius, time 24 hour. Yields the product CCCCNC(=O)c2ccc1ccccc1c2. Product: C1(=CC=C(C=C1)C(=O)C1=CC=C(N1C)CC#N)C (5-(p-toluoyl)-1-methylpyrrole-2-acetonitrile). Reactants: ClC1=CC=C(C(=O)C=2C=C(N(C2)C)CC#N)C=C1 (4-(p-chlorobenzoyl)-1-methylpyrrole-2-acetonitrile), C1(=CC=C(C=C1)C(=O)Cl)C (p-toluoyl chloride), CN1C(=CC=C1)CC#N (1-methylpyrrole-2-acetonitrile). Procedure details: The uncatalyzed aroylation process of this invention surprisingly affords better yields of the product, 4-R1 -1-loweralkyl-5-aroylpyrrole-2-acetic acid ester or nitrile. Moreover, when R1 is hydrogen, the usual alpha to beta ratio of product in acylation reactions, that is, the distribution of α-aroylated and β-aroylated isomers, is very greatly shifted in favor of the α-substituted product. For example, in the AlCl3 catalyzed Friedel Crafts reaction of p-chlorobenzoyl chloride with 1-methylpyrr... As a reaction SMILES: ClC1C=CC(C([C:8]2[CH:9]=[C:10]([CH2:14][C:15]#[N:16])[N:11]([CH3:13])[CH:12]=2)=O)=CC=1.[C:19]1([CH3:28])[CH:24]=[CH:23][C:22]([C:25](Cl)=[O:26])=[CH:21][CH:20]=1.CN1C=CC=C1CC#N>>[C:19]1([CH3:28])[CH:24]=[CH:23][C:22]([C:25]([C:12]2[N:11]([CH3:13])[C:10]([CH2:14][C:15]#[N:16])=[CH:9][CH:8]=2)=[O:26])=[CH:21][CH:20]=1. The yield is 25.0%. Procedure details: The compound (20) (1.95 g) was dissolved in a mixture of diglyme (120 ml) and ether (120 ml), and BF3 etherate (2.1 ml) was added to the mixture while stirring and cooling with ice. To thus produced solution, while stirring and cooling with ice, a diglyme (8 ml) solution of NaBH4 (700 mg) was added dropwise. After stirring for 30 minutes, the reaction solution was poured into 5% potassium hydroxide aqueous solution. The thus obtained solution was extracted with hexane, washed with water and drie... Starting materials: C(C)(=O)C1=CC=C2C=CC=C(C=C12)C(C)C (1-acetyl-7-isopropylazulene), [OH-].[K+] (potassium hydroxide), [BH4-].[Na+] (NaBH4). The product is C(C)C1=CC=C2C=CC=C(C=C12)C(C)C (1-ethyl-7-isopropylazulene). Reaction SMILES: [C:1]([C:4]1[C:13]2[C:7]([CH:8]=[CH:9][CH:10]=[C:11]([CH:14]([CH3:16])[CH3:15])[CH:12]=2)=[CH:6][CH:5]=1)(=O)[CH3:2].[BH4-].[Na+].[OH-].[K+]>COCCOCCOC.CCOCC.B(F)(F)F>[CH2:1]([C:4]1[C:13]2[C:7]([CH:8]=[CH:9][CH:10]=[C:11]([CH:14]([CH3:15])[CH3:16])[CH:12]=2)=[CH:6][CH:5]=1)[CH3:2] |f:1.2,3.4|. Solvent: COCCOCCOC (diglyme), CCOCC (ether), B(F)(F)F (BF3), COCCOCCOC (diglyme). The reactants are CC(C)CBr, O=C([O-])[O-], CN(C)C=O, O=C(c1c[nH]c2cc(Cl)ccc12)C(F)(F)F, [K+], [K+]. Yields the product CC(C)Cn1cc(C(=O)C(F)(F)F)c2ccc(Cl)cc21. As a reaction SMILES: [Br:23][CH2:24][CH:25]([CH3:26])[CH3:27].[C:17](=[O:18])([O-:19])[O-:20].[CH3:28][N:29]([CH3:30])[CH:31]=[O:32].[Cl:1][c:2]1[cH:3][cH:4][c:5]2[c:6]([C:11]([C:12]([F:13])([F:14])[F:15])=[O:16])[cH:7][nH:8][c:9]2[cH:10]1.[K+:21].[K+:22]>>[Cl:1][c:2]1[cH:3][cH:4][c:5]2[c:6]([C:11]([C:12]([F:13])([F:14])[F:15])=[O:16])[cH:7][n:8]([CH2:24][CH:25]([CH3:26])[CH3:27])[c:9]2[cH:10]1.